describe an organic reaction: reactants, conditions, products, and yield From a dataset of the Open Reaction Database (ORD), a public repository of structured organic reaction records. The reactants are O=S(=O)(c1ccccc1)C1CC2(c3ccccc3)C(NCc3ccccc3)CCC1N2Cc1ccccc1, CO, CC(=O)O, [H][H]. Yields the product NC1CCC2C(S(=O)(=O)c3ccccc3)CC1(c1ccccc1)N2Cc1ccccc1. As a reaction SMILES: [CH2:1]([c:2]1[cH:3][cH:4][cH:5][cH:6][cH:7]1)[NH:8][CH:9]1[C:10]2([c:33]3[cH:34][cH:35][cH:36][cH:37][cH:38]3)[CH2:11][CH:12]([S:24](=[O:25])(=[O:26])[c:27]3[cH:28][cH:29][cH:30][cH:31][cH:32]3)[CH:13]([CH2:14][CH2:15]1)[N:16]2[CH2:17][c:18]1[cH:19][cH:20][cH:21][cH:22][cH:23]1.[CH3:41][OH:42].[CH3:43][C:44](=[O:45])[OH:46].[H:39][H:40]>>[NH2:8][CH:9]1[C:10]2([c:33]3[cH:34][cH:35][cH:36][cH:37][cH:38]3)[CH2:11][CH:12]([S:24](=[O:25])(=[O:26])[c:27]3[cH:28][cH:29][cH:30][cH:31][cH:32]3)[CH:13]([CH2:14][CH2:15]1)[N:16]2[CH2:17][c:18]1[cH:19][cH:20][cH:21][cH:22][cH:23]1. Reactants: CC1=CC=C(C=C1)C(CC(C)=O)=O (1-(4-methylphenyl)-1,3-butanedione), CC1=CC=C(C=C1)C(C=C(N)C)=O (3-(4-methylphenyl)-1-methyl-3-oxo-1-propenamine). Product: CC1=CC=C(C(=O)C=2C=CC(NC2C)=O)C=C1 (5-(4-Methylbenzoyl)-6-methyl-2(1H)-pyridinone). RXN SMILES: CC1C=CC([C:8](=O)[CH2:9][C:10](=[O:12])C)=CC=1.[CH3:14][C:15]1[CH:20]=[CH:19][C:18]([C:21](=[O:26])[CH:22]=[C:23]([CH3:25])[NH2:24])=[CH:17][CH:16]=1>>[CH3:14][C:15]1[CH:16]=[CH:17][C:18]([C:21]([C:22]2[CH:8]=[CH:9][C:10](=[O:12])[NH:24][C:23]=2[CH3:25])=[O:26])=[CH:19][CH:20]=1. Procedure details: first using 1-(4-methylphenyl)-1,3-butanedione to prepare 3-(4-methylphenyl)-1-methyl-3-oxo-1-propenamine. Starting materials: CC(C)(C)OC(=O)N1CCC(n2cc(Br)c(C=O)n2)CC1, O=C([O-])[O-], CC#N, [K+], [K+], [Pd], c1ccc(P(c2ccccc2)c2ccccc2)cc1, c1ccc(P(c2ccccc2)c2ccccc2)cc1, c1ccc(P(c2ccccc2)c2ccccc2)cc1, c1ccc(P(c2ccccc2)c2ccccc2)cc1, CC1(C)OB(c2cnc(N)c(-c3nc4ccccc4o3)c2)OC1(C)C. The product is CC(C)(C)OC(=O)N1CCC(n2cc(-c3cnc(N)c(-c4nc5ccccc5o4)c3)c(C=O)n2)CC1. As a reaction SMILES: [Br:26][c:27]1[c:28]([CH:45]=[O:46])[n:29][n:30]([CH:32]2[CH2:33][CH2:34][N:35]([C:38](=[O:39])[O:40][C:41]([CH3:42])([CH3:43])[CH3:44])[CH2:36][CH2:37]2)[cH:31]1.[C:47](=[O:48])([O-:49])[O-:50].[CH3:53][C:54]#[N:55].[K+:51].[K+:52].[Pd:56].[c:114]1([P:115]([c:116]2[cH:117][cH:118][cH:119][cH:120][cH:121]2)[c:122]2[cH:123][cH:124][cH:125][cH:126][cH:127]2)[cH:128][cH:129][cH:130][cH:131][cH:132]1.[c:57]1([P:58]([c:59]2[cH:60][cH:61][cH:62][cH:63][cH:64]2)[c:65]2[cH:66][cH:67][cH:68][cH:69][cH:70]2)[cH:71][cH:72][cH:73][cH:74][cH:75]1.[c:76]1([P:77]([c:78]2[cH:79][cH:80][cH:81][cH:82][cH:83]2)[c:84]2[cH:85][cH:86][cH:87][cH:88][cH:89]2)[cH:90][cH:91][cH:92][cH:93][cH:94]1.[c:95]1([P:96]([c:97]2[cH:98][cH:99][cH:100][cH:101][cH:102]2)[c:103]2[cH:104][cH:105][cH:106][cH:107][cH:108]2)[cH:109][cH:110][cH:111][cH:112][cH:113]1.[o:1]1[c:2](-[c:10]2[c:11]([NH2:25])[n:12][cH:13][c:14]([B:16]3[O:17][C:18]([CH3:19])([CH3:20])[C:21]([CH3:22])([CH3:23])[O:24]3)[cH:15]2)[n:3][c:4]2[c:5]1[cH:6][cH:7][cH:8][cH:9]2>>[o:1]1[c:2](-[c:10]2[c:11]([NH2:25])[n:12][cH:13][c:14](-[c:27]3[c:28]([CH:45]=[O:46])[n:29][n:30]([CH:32]4[CH2:33][CH2:34][N:35]([C:38](=[O:39])[O:40][C:41]([CH3:42])([CH3:43])[CH3:44])[CH2:36][CH2:37]4)[cH:31]3)[cH:15]2)[n:3][c:4]2[c:5]1[cH:6][cH:7][cH:8][cH:9]2. Product: CC1Cc2ccc(-c3ccn(C)n3)cc2CN1c1cc(N2CCN(C)CC2)nc(N)n1. As a reaction SMILES: [Br:16][c:17]1[cH:18][cH:19][c:20]2[c:25]([cH:26]1)[CH2:24][N:23]([c:27]1[n:28][c:29]([NH2:40])[n:30][c:31]([N:33]3[CH2:34][CH2:35][N:36]([CH3:39])[CH2:37][CH2:38]3)[cH:32]1)[CH:22]([CH3:41])[CH2:21]2.[CH2:50]1[O:51][CH2:52][CH2:53][O:54][CH2:55]1.[CH3:1][n:2]1[n:3][c:4]([B:7]2[O:8][C:9]([CH3:10])([CH3:11])[C:12]([CH3:13])([CH3:14])[O:15]2)[cH:5][cH:6]1.[Cl:57][Pd:58]([Cl:59])([PH:60]([C:61]([CH3:62])([CH3:63])[CH3:64])([C:65]([CH3:66])([CH3:67])[CH3:68])[c:69]1[cH:70][cH:71][c:72]([N:73]([CH3:74])[CH3:75])[cH:76][cH:77]1)[PH:78]([c:79]1[cH:80][cH:81][c:82]([N:83]([CH3:84])[CH3:85])[cH:86][cH:87]1)([C:88]([CH3:89])([CH3:90])[CH3:91])[C:92]([CH3:93])([CH3:94])[CH3:95].[N:48]#[N:49].[Na+:42].[Na+:43].[O-:44][C:45](=[O:46])[O-:47].[OH2:56]>>[CH3:1][n:2]1[n:3][c:4](-[c:17]2[cH:18][cH:19][c:20]3[c:25]([cH:26]2)[CH2:24][N:23]([c:27]2[n:28][c:29]([NH2:40])[n:30][c:31]([N:33]4[CH2:34][CH2:35][N:36]([CH3:39])[CH2:37][CH2:38]4)[cH:32]2)[CH:22]([CH3:41])[CH2:21]3)[cH:5][cH:6]1. Starting materials: CC1Cc2ccc(Br)cc2CN1c1cc(N2CCN(C)CC2)nc(N)n1, C1COCCO1, Cn1ccc(B2OC(C)(C)C(C)(C)O2)n1, CN(C)c1ccc([PH](C(C)(C)C)(C(C)(C)C)[Pd](Cl)(Cl)[PH](c2ccc(N(C)C)cc2)(C(C)(C)C)C(C)(C)C)cc1, N#N, [Na+], [Na+], O=C([O-])[O-], O. Starting materials: CCOc1ccc(C(C(=O)Cl)C(C)(C)C)cc1F, CN(C)c1ccncc1, OCC(F)(F)F, c1ccncc1. The product is CCOc1ccc(C(C(=O)OCC(F)(F)F)C(C)(C)C)cc1F. As a reaction SMILES: [CH2:1]([CH3:2])[O:3][c:4]1[c:5]([F:18])[cH:6][c:7]([CH:10]([C:11](=[O:12])[Cl:13])[C:14]([CH3:15])([CH3:16])[CH3:17])[cH:8][cH:9]1.[CH3:25][N:26]([CH3:27])[c:28]1[cH:29][cH:30][n:31][cH:32][cH:33]1.[OH:19][CH2:20][C:21]([F:22])([F:23])[F:24].[cH:34]1[cH:35][cH:36][n:37][cH:38][cH:39]1>>[CH2:1]([CH3:2])[O:3][c:4]1[c:5]([F:18])[cH:6][c:7]([CH:10]([C:11](=[O:12])[O:19][CH2:20][C:21]([F:22])([F:23])[F:24])[C:14]([CH3:15])([CH3:16])[CH3:17])[cH:8][cH:9]1. Reactants: C1(=CC=CC=C1)CN1C(CCC1)=O (1-(phenylmethyl)-2-pyrrolidinone), lithium hexamethyldisilylazine, C1(=CC=CC=C1)CN1C(C2(CC1)CCCC2)=O (2-(phenylmethyl)-2-azaspiro[4.4]nonan-1-one), BrCCCCBr (1,4-dibromobutane). Solvent: C1CCOC1 (THF). Run at time 2 hour. Yields the product BrCCCCC1C(N(CC1)CC1=CC=CC=C1)=O (3-(4-Bromobutyl)-1-(phenylmethyl)-2-pyrrolidinone). As a reaction SMILES: [C:1]1([CH2:7][N:8]2[CH2:12][CH2:11][CH2:10][C:9]2=[O:13])[CH:6]=[CH:5][CH:4]=[CH:3][CH:2]=1.[Br:14][CH2:15][CH2:16][CH2:17][CH2:18]Br.C1(CN2CCC3(CCCC3)C2=O)C=CC=CC=1>C1COCC1>[Br:14][CH2:15][CH2:16][CH2:17][CH2:18][CH:10]1[CH2:11][CH2:12][N:8]([CH2:7][C:1]2[CH:2]=[CH:3][CH:4]=[CH:5][CH:6]=2)[C:9]1=[O:13]. Procedure details: To a solution of 1-(phenylmethyl)-2-pyrrolidinone (0.47 g, 2.7 mmol) in THF (10 ml) at −78° C. was added lithium hexamethyldisilylazine (2.8 ml, 2.7 mmol, 1M solution) over 5 min. After 15 min 1,4-dibromobutane (0.32 ml, 2.7 mmol) was added and the solution allowed to attain ambient temperature over 2 h then stirred for a further 18 h. The solution was separated between ethyl acetate and water and the organics isolated, dried and concentrated. Chromatography over silica (20 g SPE) eluting with c... Starting materials: CCc1nc(C(O)C(CC)NC(=O)OC(C)(C)C)no1, ClCCl, O=C(O)C(F)(F)F. Yields the product CCc1nc(C(O)C(N)CC)no1. Reaction SMILES: [C:1]([O:2][C:3](=[O:4])[NH:7][CH:8]([CH2:9][CH3:10])[CH:11]([OH:12])[c:13]1[n:14][o:15][c:16]([CH2:18][CH3:19])[n:17]1)([CH3:5])([CH3:6])[CH3:20].[CH2:28]([Cl:29])[Cl:30].[OH:21][C:22]([C:23]([F:24])([F:25])[F:26])=[O:27]>>[NH2:7][CH:8]([CH2:9][CH3:10])[CH:11]([OH:12])[c:13]1[n:14][o:15][c:16]([CH2:18][CH3:19])[n:17]1. The reactants are Cl (hydrogen chloride), C(CC)N1CCC[C@@H]2CC(C(C[C@@H]12)=CN(C)C)=O (trans-(±)-1-n-propyl-6-oxo-7-dimethylaminomethylenedecahydroquinoline), S(=O)(=O)(O)O.COC(N)=N (O-methylisourea hydrogen sulfate), C(C)O (ethanol). Solvent: CO (methanol), C(C)(=O)OCC (Ethyl acetate), CO (methanol). Product: Cl.Cl.COC=1N=CC2=C(C[C@@H]3CCCN([C@H]3C2)CCC)N1 (trans-(±)-2-methoxy-6-n-propyl-5,5a,6,7,8,9,9a,10octahydropyrimido[4,5-g]quinoline dihydrochloride). RXN SMILES: [CH2:1]([N:4]1[C@H:13]2[C@@H:8]([CH2:9][C:10](=O)[C:11](=[CH:14]N(C)C)[CH2:12]2)[CH2:7][CH2:6][CH2:5]1)[CH2:2][CH3:3].S(O)(O)(=O)=O.[CH3:24][O:25][C:26](=[NH:28])[NH2:27].C(O)C.[ClH:32]>CO.C(OCC)(=O)C>[ClH:32].[ClH:32].[CH3:24][O:25][C:26]1[N:27]=[CH:14][C:11]2[CH2:12][C@H:13]3[C@@H:8]([CH2:7][CH2:6][CH2:5][N:4]3[CH2:1][CH2:2][CH3:3])[CH2:9][C:10]=2[N:28]=1 |f:1.2,7.8.9|. Reported procedure: Following the procedure of Example 1, a reaction mixture was prepared from trans-(±)-1-n-propyl-6-oxo-7-dimethylaminomethylenedecahydroquinoline and O-methylisourea hydrogen sulfate in 20 ml. of anhydrous ethanol. The reaction mixture was heated to reflux temperature overnight and was then evaporated to dryness. The resulting residue was dissolved in chloroform. The chloroform solution was chromatographed over florisil using chloroform containing increasing amounts (0-5%) of methanol as the elua... The reactants are C1CCOC1, COC(=O)CC(O[Si](C(C)C)(C(C)C)C(C)C)C(NC(=O)OCc1ccccc1)C(C)C, CO, [Na+], [OH-]. The product is CC(C)C(NC(=O)OCc1ccccc1)C(CC(=O)O)O[Si](C(C)C)(C(C)C)C(C)C. As a reaction SMILES: [CH2:35]1[O:36][CH2:37][CH2:38][CH2:39]1.[CH3:1][O:2][C:3]([CH2:4][CH:5]([CH:6]([CH:7]([CH3:8])[CH3:9])[NH:10][C:11](=[O:12])[O:13][CH2:14][c:15]1[cH:16][cH:17][cH:18][cH:19][cH:20]1)[O:21][Si:22]([CH:23]([CH3:24])[CH3:25])([CH:26]([CH3:27])[CH3:28])[CH:29]([CH3:30])[CH3:31])=[O:32].[CH3:40][OH:41].[Na+:34].[OH-:33]>>[O:2]=[C:3]([CH2:4][CH:5]([CH:6]([CH:7]([CH3:8])[CH3:9])[NH:10][C:11](=[O:12])[O:13][CH2:14][c:15]1[cH:16][cH:17][cH:18][cH:19][cH:20]1)[O:21][Si:22]([CH:23]([CH3:24])[CH3:25])([CH:26]([CH3:27])[CH3:28])[CH:29]([CH3:30])[CH3:31])[OH:32].